From a dataset of the Open Reaction Database (ORD), a public repository of structured organic reaction records. describe an organic reaction: reactants, conditions, products, and yield The solvent is C1(=CC=CC=C1)C (toluene). Yield: 95.7%. The reactants are C(C(=O)Cl)(=O)Cl (Oxalyl chloride), BrC1=C(C=C(C(=O)O)C=C1)C(Br)Br (4-Bromo-3-(dibromomethyl)benzoic acid), CN(C)C=O (DMF). Procedure: A 250 mL round bottom flask was charged with the 4-Bromo-3-(dibromomethyl)benzoic acid prepared as described above (114.6 g, 307 mmol) in anhydrous toluene (1.14 L) and anhydrous DMF (6.3 mL). The resulting suspension was stirred at RT under an argon atmosphere. Oxalyl chloride (29.5 mL, 338 mmol) was added dropwise. The reaction mixture became a clear yellow solution at the end of the reaction. HPLC indicated the reaction was complete in 2 hours. The solution was decanted away from a gummy oil ... Product: BrC1=C(C=C(C(=O)Cl)C=C1)C(Br)Br (4-Bromo-3-(dibromomethyl)benzoyl chloride), solid. RXN SMILES: [Br:1][C:2]1[CH:10]=[CH:9][C:5]([C:6](O)=[O:7])=[CH:4][C:3]=1[CH:11]([Br:13])[Br:12].CN(C=O)C.C(Cl)(=O)C([Cl:22])=O>C1(C)C=CC=CC=1>[Br:1][C:2]1[CH:10]=[CH:9][C:5]([C:6]([Cl:22])=[O:7])=[CH:4][C:3]=1[CH:11]([Br:13])[Br:12]. Conditions: time 2 hour. Reactants: CCOC(=O)c1cc(COc2ccccc2)[nH]n1, CO, [Na+], [OH-]. Product: O=C(O)c1cc(COc2ccccc2)[nH]n1. As a reaction SMILES: [CH2:3]([CH3:4])[O:5][C:6](=[O:7])[c:8]1[n:9][nH:10][c:11]([CH2:13][O:14][c:15]2[cH:16][cH:17][cH:18][cH:19][cH:20]2)[cH:12]1.[CH3:21][OH:22].[Na+:2].[OH-:1]>>[O:5]=[C:6]([OH:7])[c:8]1[n:9][nH:10][c:11]([CH2:13][O:14][c:15]2[cH:16][cH:17][cH:18][cH:19][cH:20]2)[cH:12]1. Starting materials: Br (hydrobromic acid), BrBr (bromine), [N+](=O)([O-])C1=CC=C2CCC(C2=C1)=O (6-nitro-1-indanone). Run in C(C)(=O)O (acetic acid), C(C)(=O)O (acetic acid). Yields the product BrC1C(C2=CC(=CC=C2C1)[N+](=O)[O-])=O (2-bromo-6-nitro-1-indanone). RXN SMILES: [N+:1]([C:4]1[CH:12]=[C:11]2[C:7]([CH2:8][CH2:9][C:10]2=[O:13])=[CH:6][CH:5]=1)([O-:3])=[O:2].[BrH:14].BrBr>C(O)(=O)C>[Br:14][CH:9]1[CH2:8][C:7]2[C:11](=[CH:12][C:4]([N+:1]([O-:3])=[O:2])=[CH:5][CH:6]=2)[C:10]1=[O:13]. Reported procedure: Analogously to Example 1 (a), reaction of 12.39 g (70.0 mmoles) of 6-nitro-1-indanone in 130 ml of glacial acetic acid, containing 0.5 ml of 48% strength aqueous hydrobromic acid, and 11.2 g (70 mmoles) of bromine in 70 ml of glacial acetic acid, in accordance with the instructions indicated above, gives 2-bromo-6-nitro-1-indanone of melting point 102°-105° C. which, as the pure product after reprecipitation from ethanol/water, has a melting point of 114°-116° C.